Dataset: the Open Reaction Database (ORD), a public repository of structured organic reaction records. Task: describe an organic reaction: reactants, conditions, products, and yield Reactants: BrCc1ccccc1, O=C([O-])[O-], CC(C)=O, [K+], [K+], COC(=O)c1ccc2nc[nH]c2c1. Yields the product COC(=O)c1ccc2c(c1)ncn2Cc1ccccc1. Reaction SMILES: [Br:14][CH2:15][c:16]1[cH:17][cH:18][cH:19][cH:20][cH:21]1.[C:22](=[O:23])([O-:24])[O-:25].[CH3:28][C:29](=[O:30])[CH3:31].[K+:26].[K+:27].[n:1]1[cH:2][nH:3][c:4]2[c:5]1[cH:6][cH:7][c:8]([C:10](=[O:11])[O:12][CH3:13])[cH:9]2>>[n:1]1([CH2:15][c:16]2[cH:17][cH:18][cH:19][cH:20][cH:21]2)[cH:2][n:3][c:4]2[c:5]1[cH:6][cH:7][c:8]([C:10](=[O:11])[O:12][CH3:13])[cH:9]2. Reactants: FC(C(=O)O)(F)F (Trifluoroacetic acid), O1C=CC2=C1C=CC(=C2)NC2=C(C(=O)OC(C)(C)C)C=CC(=C2)CCC2=CC=CC=C2 (tert-butyl 2-((benzofuran-5-yl)amino)-4-phenethylbenzoate). Conditions: time 3 hour. Product: O1C=CC2=C1C=CC(=C2)NC2=C(C(=O)O)C=CC(=C2)CCC2=CC=CC=C2 (2-((benzofuran-5-yl)amino)-4-phenethylbenzoic acid). As a reaction SMILES: FC(F)(F)C(O)=O.[O:8]1[C:12]2[CH:13]=[CH:14][C:15]([NH:17][C:18]3[CH:30]=[C:29]([CH2:31][CH2:32][C:33]4[CH:38]=[CH:37][CH:36]=[CH:35][CH:34]=4)[CH:28]=[CH:27][C:19]=3[C:20]([O:22]C(C)(C)C)=[O:21])=[CH:16][C:11]=2[CH:10]=[CH:9]1>>[O:8]1[C:12]2[CH:13]=[CH:14][C:15]([NH:17][C:18]3[CH:30]=[C:29]([CH2:31][CH2:32][C:33]4[CH:34]=[CH:35][CH:36]=[CH:37][CH:38]=4)[CH:28]=[CH:27][C:19]=3[C:20]([OH:22])=[O:21])=[CH:16][C:11]=2[CH:10]=[CH:9]1. Procedure: To toluene 3.0 mL suspension of tert-butyl 2-amino-4-phenethylbenzoate 0.10 g, 2-dicyclohexylphosphino-2′,4′,6′-triisopropylbiphenyl 8 mg, tris(dibenzylideneacetone)dipalladium(0) 3 mg and cesium carbonate 0.22 g was added 5-bromobenzofuran 0.19 g, and it was heated and refluxed for 24 hours. After the reaction mixture was cooled to room temperature, 2-dicyclohexylphosphino-2′,4′,6′-triisopropylbiphenyl 8 mg and tris(dibenzylideneacetone)dipalladium(0) 3 mg were added to it, and it was heated an... The reactants are [BH3-]C#N, O=C([O-])O, COC(C)(C)C, O=Cc1ccn(-c2ccccc2O)c1, [Na+], [Na+], C1CCOC1. Yields the product Cc1ccn(-c2ccccc2O)c1. As a reaction SMILES: [C:15]([BH3-:16])#[N:17].[C:19](=[O:20])([OH:21])[O-:22].[C:24]([O:25][CH3:26])([CH3:27])([CH3:28])[CH3:29].[CH:1](=[O:2])[c:3]1[cH:4][n:5](-[c:8]2[c:9]([OH:14])[cH:10][cH:11][cH:12][cH:13]2)[cH:6][cH:7]1.[Na+:18].[Na+:23].[O:30]1[CH2:31][CH2:32][CH2:33][CH2:34]1>>[CH3:1][c:3]1[cH:4][n:5](-[c:8]2[c:9]([OH:14])[cH:10][cH:11][cH:12][cH:13]2)[cH:6][cH:7]1. Reactants: CNCCN (N-methylethylenediamine), C(#N)C1=CC=C(C(=O)OCC)C=C1 (ethyl 4-cyanobenzoate), ClCCl (dichloromethane). Procedure: 1.8 g (10.3 mmol) of ethyl 4-cyanobenzoate was dissolved in a mixture of 20 ml of 4 N solution of hydrogen chloride in dioxane and 5 ml of ethanol, and the obtained solution was stirred at room temperature for 3 days. The solvent was evaporated, and the residue was washed with ethyl acetate. The obtained crude product was dissolved in 20 ml of ethanol. 1.52 g (20.6 mmol) of N-methylethylenediamine was added to the obtained solution, and they were heated under reflux for 6 hours. The solvent was ... Run at time 3 day. RXN SMILES: [C:1]([C:3]1[CH:13]=[CH:12][C:6]([C:7]([O:9]CC)=[O:8])=[CH:5][CH:4]=1)#[N:2].[CH3:14][NH:15][CH2:16][CH2:17]N.[Cl:19]CCl>Cl.O1CCOCC1.C(O)C>[ClH:19].[CH3:14][N:15]1[CH2:16][CH2:17][N:2]=[C:1]1[C:3]1[CH:4]=[CH:5][C:6]([C:7]([OH:9])=[O:8])=[CH:12][CH:13]=1 |f:6.7|. Yields the product Cl.CN1C(=NCC1)C1=CC=C(C(=O)O)C=C1 (4-(1-methyl-2-imidazoline-2-yl)benzoic acid monohydrochloride). Solvent: C(C)O (ethanol), Cl (hydrochloric acid), solution, Cl (hydrogen chloride), O1CCOCC1 (dioxane), C(C)O (ethanol). Reaction conditions: time 1 hour. Solvent: O (water), CCOCC (ether). Reaction SMILES: C(OC([N:8]1[CH2:26][CH2:25][N:11]2[C:12](=[O:24])[C:13]3[C:18]([C@@H:10]2[CH2:9]1)=[CH:17][CH:16]=[CH:15][C:14]=3[O:19][C:20]([F:23])([F:22])[F:21])=O)(C)(C)C.[ClH:27]>CCOCC.O>[ClH:27].[F:23][C:20]([F:21])([F:22])[O:19][C:14]1[CH:15]=[CH:16][CH:17]=[C:18]2[C:13]=1[C:12](=[O:24])[N:11]1[CH2:25][CH2:26][NH:8][CH2:9][C@H:10]12 |f:4.5|. Reported procedure: To a stirring solution of N-(t-butoxycarbonyl)-(R)-1,3,4,10b-tetrahydro-7-trifluoromethoxy-pyrazino[2,1-a]isoindol-6(2H)-one (181 mg, 0.5 mmol) in dry ether (5 mL) was added hydrochloric acid (1 mL). The reaction was stirred for 1 h and then conc. in vacuo to a white solid. The solid was dissolved in water and lyophilized to 147 mg of a white solid. MS (ESI) 309 (M−Cl). Starting materials: C(C)(C)(C)OC(=O)N1C[C@@H]2N(C(C3=C(C=CC=C23)OC(F)(F)F)=O)CC1 (N-(t-butoxycarbonyl)-(R)-1,3,4,10b-tetrahydro-7-trifluoromethoxy-pyrazino[2,1-a]isoindol-6(2H)-one), Cl (hydrochloric acid), white solid. Product: Cl.FC(OC1=C2C(N3[C@H](C2=CC=C1)CNCC3)=O)(F)F ((R)-1,3,4,10b-tetrahydro-7-trifluoromethoxy-pyrazino[2,1-a]isoindol-6(2H)-one hydrochloride). Reactants: ClCCl, CC(C)Nc1nccc(N(C(=O)Oc2ccc([N+](=O)[O-])cc2)c2ccc(F)cc2)n1, NCc1ccncc1. Yields the product CC(C)Nc1nccc(N(C(=O)NCc2ccncc2)c2ccc(F)cc2)n1. Reaction SMILES: [CH2:39]([Cl:40])[Cl:41].[N+:9]([c:10]1[cH:11][cH:12][c:13]([O:18][C:19](=[O:14])[N:20]([c:21]2[n:22][c:23]([NH:27][CH:28]([CH3:29])[CH3:30])[n:24][cH:25][cH:26]2)[c:31]2[cH:32][cH:33][c:34]([F:37])[cH:35][cH:36]2)[cH:15][cH:16]1)([O-:17])=[O:38].[NH2:1][CH2:2][c:3]1[cH:4][cH:5][n:6][cH:7][cH:8]1>>[NH:1]([CH2:2][c:3]1[cH:4][cH:5][n:6][cH:7][cH:8]1)[C:19](=[O:18])[N:20]([c:21]1[n:22][c:23]([NH:27][CH:28]([CH3:29])[CH3:30])[n:24][cH:25][cH:26]1)[c:31]1[cH:32][cH:33][c:34]([F:37])[cH:35][cH:36]1.